Dataset: the Open Reaction Database (ORD), a public repository of structured organic reaction records. Task: describe an organic reaction: reactants, conditions, products, and yield Starting materials: CCCCCc1ccc(-c2ncc(C#N)c(Cl)n2)cc1, C1COCCO1, [Zn]. The product is CCCCCc1ccc(-c2ncc(C#N)cn2)cc1. RXN SMILES: [Cl:1][c:2]1[n:3][c:4](-[c:10]2[cH:11][cH:12][c:13]([CH2:16][CH2:17][CH2:18][CH2:19][CH3:20])[cH:14][cH:15]2)[n:5][cH:6][c:7]1[C:8]#[N:9].[O:22]1[CH2:23][CH2:24][O:25][CH2:26][CH2:27]1.[Zn:21]>>[cH:2]1[n:3][c:4](-[c:10]2[cH:11][cH:12][c:13]([CH2:16][CH2:17][CH2:18][CH2:19][CH3:20])[cH:14][cH:15]2)[n:5][cH:6][c:7]1[C:8]#[N:9]. Starting materials: N1=CC=CC=C1 (pyridine), NC1=CC=C(C=C1)C1=CC=C(C=C1)S(=O)(=O)N1C2C(CC1C(=O)O)CCC2 (1-(4′-aminobiphenyl-4-sulfonyl)octahydrocyclopenta[b]pyrrole-2-carboxylic acid), C(C1=CC=CC=C1)(=O)Cl (benzoyl chloride). Procedure: 500 mg (1.30 mmol) of 1-(4′-aminobiphenyl-4-sulfonyl)octahydrocyclopenta[b]pyrrole-2-carboxylic acid were dissolved in 3 ml of DMF, after which the solution was cooled down to 0° C. in an ice bath and 2.6 mmol of pyridine were added. After the mixture had been stirred at 0° C. for 15 min, 1.8 mmol of benzoyl chloride in 3 ml of DMF were added. The reaction solution was then stirred at RT for a further 20 h. The crude product was purified using chromatographic methods. Yields the product C(C1=CC=CC=C1)(=O)NC1=CC=C(C=C1)C1=CC=C(C=C1)S(=O)(=O)N1C2C(CC1C(=O)O)CCC2 (1-(4′-Benzoylaminobiphenyl-4-sulfonyl)octahydro-cyclopenta[b]pyrrole-2-carboxylic acid). Conditions: temperature 0 celsius, time 15 minute. RXN SMILES: [NH2:1][C:2]1[CH:7]=[CH:6][C:5]([C:8]2[CH:13]=[CH:12][C:11]([S:14]([N:17]3[CH:21]([C:22]([OH:24])=[O:23])[CH2:20][CH:19]4[CH2:25][CH2:26][CH2:27][CH:18]34)(=[O:16])=[O:15])=[CH:10][CH:9]=2)=[CH:4][CH:3]=1.N1C=CC=CC=1.[C:34](Cl)(=[O:41])[C:35]1[CH:40]=[CH:39][CH:38]=[CH:37][CH:36]=1>CN(C=O)C>[C:34]([NH:1][C:2]1[CH:7]=[CH:6][C:5]([C:8]2[CH:9]=[CH:10][C:11]([S:14]([N:17]3[CH:21]([C:22]([OH:24])=[O:23])[CH2:20][CH:19]4[CH2:25][CH2:26][CH2:27][CH:18]34)(=[O:16])=[O:15])=[CH:12][CH:13]=2)=[CH:4][CH:3]=1)(=[O:41])[C:35]1[CH:40]=[CH:39][CH:38]=[CH:37][CH:36]=1. Solvent: CN(C)C=O (DMF), CN(C)C=O (DMF). Reactants: O=C([O-])[O-], N#Cc1cc([N+](=O)[O-])ccc1F, Cc1c[nH]cn1, CC#N, [K+], [K+]. Product: Cc1cn(-c2ccc([N+](=O)[O-])cc2C#N)cn1. RXN SMILES: [C:19](=[O:20])([O-:21])[O-:22].[C:1](#[N:2])[c:3]1[cH:4][c:5]([N+:10](=[O:11])[O-:12])[cH:6][cH:7][c:8]1[F:9].[CH3:13][c:14]1[n:15][cH:16][nH:17][cH:18]1.[CH3:25][C:26]#[N:27].[K+:23].[K+:24]>>[C:1](#[N:2])[c:3]1[cH:4][c:5]([N+:10](=[O:11])[O-:12])[cH:6][cH:7][c:8]1-[n:17]1[cH:16][n:15][c:14]([CH3:13])[cH:18]1. Reactants: ClC(C(=O)O)ON=CC1=CC=CC=C1Cl (2,6-dichlorobenzylideneaminooxyacetic acid), product, CO (methanol), CS(=O)(=O)O (methanesulfonic acid). The solvent is ClCCCl (1,2-dichloroethane). The product is ClC(C(=O)OC)ON=CC1=CC=CC=C1Cl (2,6-Dichlorobenzylideneaminooxyacetic Acid, Methyl Ester). As a reaction SMILES: [Cl:1][CH:2]([O:6][N:7]=[CH:8][C:9]1[C:14]([Cl:15])=[CH:13][CH:12]=[CH:11][CH:10]=1)[C:3]([OH:5])=[O:4].CO.[CH3:18]S(O)(=O)=O>ClCCCl>[Cl:1][CH:2]([O:6][N:7]=[CH:8][C:9]1[C:14]([Cl:15])=[CH:13][CH:12]=[CH:11][CH:10]=1)[C:3]([O:5][CH3:18])=[O:4]. Procedure: A mixture of 12.4 gm. (0.050 mole) of 2,6-dichlorobenzylideneaminooxyacetic acid, 4.8 gm. (0.150 mole) of methanol and about 0.8 gm. of methanesulfonic acid in 15 ml. of 1,2-dichloroethane was refluxed for 15-16 hours. The cooled reaction mixture was then washed with cold, aqueous sodium bicarbonate, followed by a cold water wash. The organic phase was then concentrated under reduced pressure and at a mixture bath temperature of about 60° C. The resulting oil solidified on cooling. There were ob... Reactants: C(C1=CC=CC=C1)N1C(N(C2=C1C=CC=C2)\C(=C/SC)\C)=O (1-benzyl-3-[(1Z)-1-(methylsulfanyl)prop-1-en-2-yl]-1,3-dihydro-2H-benzimidazol-2-one), CO.O (MeOH H2O), C(F)(F)(F)S(=O)(=O)O (CF3SO3H). Solvent: O (H2O). Conditions: time 3 hour. Yields the product C(C1=CC=CC=C1)N1C(NC2=C1C=CC=C2)=O (1-benzyl-1,3-dihydro-2H-benzimidazol-2-one). Isolated yield 47.4%. Reaction SMILES: [CH2:1]([N:8]1[C:12]2[CH:13]=[CH:14][CH:15]=[CH:16][C:11]=2[N:10](/C(/C)=C\SC)[C:9]1=[O:22])[C:2]1[CH:7]=[CH:6][CH:5]=[CH:4][CH:3]=1.CO.O.C(S(O)(=O)=O)(F)(F)F>O>[CH2:1]([N:8]1[C:12]2[CH:13]=[CH:14][CH:15]=[CH:16][C:11]=2[NH:10][C:9]1=[O:22])[C:2]1[CH:3]=[CH:4][CH:5]=[CH:6][CH:7]=1 |f:1.2|. Procedure: 35 mg of 1-benzyl-3-[(1Z)-1-(methylsulfanyl)prop-1-en-2-yl]-1,3-dihydro-2H-benzimidazol-2-one 1 (0.113 mmol) prepared as described in example 2 were solubilised in a solution of MeOH/H2O 1:1 (2 mL). Then, CF3SO3H (2 mL) was added and the solution refluxed under magnetic stirring. After 3 h, H2O was added (5 mL) and the solution was extracted 3×10 mL of CH2Cl2. The resulting solid was finally chromatographed on silica gel (CH2Cl2/AcOEt 8:2) to yield 1-benzyl-1,3-dihydro-2H-benzimidazol-2-one 2 as...